This data is from the Open Reaction Database (ORD), a public repository of structured organic reaction records. The task is: describe an organic reaction: reactants, conditions, products, and yield Reactants: COC(=O)C1=NC(=NC(=C1)N)C1=C(C(=C(C=C1)Cl)OC)F (6-Amino-2-(4-chloro-2-fluoro-3-methoxyphenyl)pyrimidine-4-carboxylic acid methyl ester), N(=O)[O-].[Na+] (sodium nitrite), 7,300,907 B2, C(C)#N (acetonitrile). Run in OS(=O)(=O)O (H2SO4), C(C)(=O)OCC (ethyl acetate). Product: COC(=O)C1=NC(=NC(=C1)O)C1=C(C(=C(C=C1)Cl)OC)F (6-hydroxy-2-(4-chloro-2-fluoro-3-methoxyphenyl)pyrimidine-4-carboxylic acid methyl ester). Isolated yield 60.0%. RXN SMILES: [CH3:1][O:2][C:3]([C:5]1[CH:10]=[C:9](N)[N:8]=[C:7]([C:12]2[CH:17]=[CH:16][C:15]([Cl:18])=[C:14]([O:19][CH3:20])[C:13]=2[F:21])[N:6]=1)=[O:4].C(#N)C.N([O-])=[O:26].[Na+]>OS(O)(=O)=O.C(OCC)(=O)C>[CH3:1][O:2][C:3]([C:5]1[CH:10]=[C:9]([OH:26])[N:8]=[C:7]([C:12]2[CH:17]=[CH:16][C:15]([Cl:18])=[C:14]([O:19][CH3:20])[C:13]=2[F:21])[N:6]=1)=[O:4] |f:2.3|. Procedure: 6-Amino-2-(4-chloro-2-fluoro-3-methoxyphenyl)pyrimidine-4-carboxylic acid methyl ester (300 mg, 0.97 mmol, see U.S. Pat. No. 7,300,907 B2 for preparation) was slurried in 10 mL 1M H2SO4 plus 3 mL acetonitrile, heated to 75° C. and treated in portions with sodium nitrite (350 mg, 5 mmol) over a period of 10 minutes. After 40 minutes the mixture was cooled and the yellow precipitate was taken up in 40 mL ethyl acetate, washed with 10 mL water, washed with 10 mL brine, dried, and evaporated to give... Reactants: CC(C)(C)[Si](C)(C)OC1CC=C(COCc2ccccc2)C1, CCOC(=O)C(Cl)=NO. The product is CCOC(=O)C1=NOC2(COCc3ccccc3)CC(O[Si](C)(C)C(C)(C)C)CC12. Reaction SMILES: [CH2:1]([c:2]1[cH:3][cH:4][cH:5][cH:6][cH:7]1)[O:8][CH2:9][C:10]1=[CH:14][CH2:13][CH:12]([O:15][Si:16]([CH3:17])([CH3:18])[C:19]([CH3:20])([CH3:21])[CH3:22])[CH2:11]1.[Cl:23][C:24]([C:25](=[O:26])[O:27][CH2:28][CH3:29])=[N:30][OH:31]>>[CH2:1]([c:2]1[cH:3][cH:4][cH:5][cH:6][cH:7]1)[O:8][CH2:9][C:10]12[CH2:11][CH:12]([O:15][Si:16]([CH3:17])([CH3:18])[C:19]([CH3:20])([CH3:21])[CH3:22])[CH2:13][CH:14]1[C:24]([C:25](=[O:26])[O:27][CH2:28][CH3:29])=[N:30][O:31]2.